From a dataset of the Open Reaction Database (ORD), a public repository of structured organic reaction records. describe an organic reaction: reactants, conditions, products, and yield Starting materials: C1CCOC1, CC1(C)OC2CN(c3ccc4cc(-c5ccccc5C(F)(F)F)[nH]c(=O)c4c3)C(=O)C2O1, Cl, [Na+], [OH-]. Yields the product O=C1C(O)C(O)CN1c1ccc2cc(-c3ccccc3C(F)(F)F)[nH]c(=O)c2c1. Reaction SMILES: [CH2:36]1[O:37][CH2:38][CH2:39][CH2:40]1.[CH3:1][C:2]1([CH3:32])[O:3][CH:4]2[CH:5]([CH2:6][N:7]([c:10]3[cH:11][cH:12][c:13]4[cH:14][c:15](-[c:21]5[c:22]([C:27]([F:28])([F:29])[F:30])[cH:23][cH:24][cH:25][cH:26]5)[nH:16][c:17](=[O:20])[c:18]4[cH:19]3)[C:8]2=[O:9])[O:31]1.[ClH:33].[Na+:35].[OH-:34]>>[OH:3][CH:4]1[CH:5]([OH:31])[CH2:6][N:7]([c:10]2[cH:11][cH:12][c:13]3[cH:14][c:15](-[c:21]4[c:22]([C:27]([F:28])([F:29])[F:30])[cH:23][cH:24][cH:25][cH:26]4)[nH:16][c:17](=[O:20])[c:18]3[cH:19]2)[C:8]1=[O:9]. Reactants: O (water), N1C(=NC2=C1C=CC=C2)OC2=CC=C(C=C2)C2=NN(C=1C2=NC=CC1)CC (3-[4-(1H-benzimidazol-2-yloxy)phenyl]-1-ethyl-1H-pyrazolo[4,3-b]pyridine), CI (MeI), C(=O)([O-])[O-].[K+].[K+] (K2CO3). Solvent: CN(C)C=O (DMF). Reaction conditions: temperature 40 celsius, time 8 hour. The product is C(C)N1N=C(C2=NC=CC=C21)C2=CC=C(C=C2)OC2=NC1=C(N2C)C=CC=C1 (1-Ethyl-3-{4-[(1-methyl-1H-benzimidazol-2-yl)oxy]phenyl}-1H-pyrazolo[4,3-b]pyridine). The yield is 82.1%. RXN SMILES: [NH:1]1[C:5]2[CH:6]=[CH:7][CH:8]=[CH:9][C:4]=2[N:3]=[C:2]1[O:10][C:11]1[CH:16]=[CH:15][C:14]([C:17]2[C:21]3=[N:22][CH:23]=[CH:24][CH:25]=[C:20]3[N:19]([CH2:26][CH3:27])[N:18]=2)=[CH:13][CH:12]=1.CI.[C:30]([O-])([O-])=O.[K+].[K+].O>CN(C=O)C>[CH2:26]([N:19]1[C:20]2[C:21](=[N:22][CH:23]=[CH:24][CH:25]=2)[C:17]([C:14]2[CH:15]=[CH:16][C:11]([O:10][C:2]3[N:1]([CH3:30])[C:5]4[CH:6]=[CH:7][CH:8]=[CH:9][C:4]=4[N:3]=3)=[CH:12][CH:13]=2)=[N:18]1)[CH3:27] |f:2.3.4|. Procedure details: A suspension of 3-[4-(1H-benzimidazol-2-yloxy)phenyl]-1-ethyl-1H-pyrazolo[4,3-b]pyridine (150 mg), MeI (0.039 mL), and K2CO3 (117 mg) in DMF (1.5 ml) was stirred overnight at 40° C. The reaction mixture was poured into water and extracted with AcOEt. The extract was washed with brine, dried over MgSO4, and concentrated under reduced pressure. The residue was crystallized from hexane/AcOEt to give the title compound (128 mg). Reported procedure: Into a mixed liquor of 160 ml of dioxane with 40 ml of water were dissolved 10.5 g of glycine ethyl ester hydrochloride, and 11.9 g of 6-chloro-2H-3,1-benzoxazine-2,4(1H)-dione were added. To this were added dropwise 8.1 g of triethylamine at room temperature under stirring, and the mixture was stirred for 30 minutes. After stirring further for 1 hour, dioxane was distilled off and 100 ml of water were added. The deposits were collected by filtration, washed with water and dried. Then, these wer... The reactants are O1CCOCC1 (dioxane), O (water), Cl.C(C)OC(CN)=O (glycine ethyl ester hydrochloride), ClC=1C=CC2=C(C(OC(N2)=O)=O)C1 (6-chloro-2H-3,1-benzoxazine-2,4(1H)-dione). As a reaction SMILES: O1CCOCC1.O.Cl.[CH2:9]([O:11][C:12](=[O:15])[CH2:13][NH2:14])[CH3:10].[Cl:16][C:17]1[CH:18]=[CH:19][C:20]2[NH:25]C(=O)[O:23][C:22](=O)[C:21]=2[CH:28]=1>C(N(CC)CC)C>[NH2:25][C:20]1[CH:19]=[CH:18][C:17]([Cl:16])=[CH:28][C:21]=1[C:22]([NH:14][CH2:13][C:12]([O:11][CH2:9][CH3:10])=[O:15])=[O:23] |f:2.3|. Yield: 71.2%. The solvent is C(C)N(CC)CC (triethylamine). Product: NC1=C(C(=O)NCC(=O)OCC)C=C(C=C1)Cl (Ethyl (2-amino-5-chlorobenzoyl)aminoacetate). Reaction SMILES: Br[C:2]1[CH:7]=[CH:6][C:5]([C:8]2[O:12][N:11]=[C:10]([CH3:13])[C:9]=2[CH:14]=[O:15])=[CH:4][CH:3]=1.[CH2:16]([O:18][C:19]([CH2:21][CH2:22][C:23]1[CH:28]=[CH:27][C:26](B(O)O)=[CH:25][CH:24]=1)=[O:20])[CH3:17]>>[CH2:16]([O:18][C:19](=[O:20])[CH2:21][CH2:22][C:23]1[CH:28]=[CH:27][C:26]([C:2]2[CH:7]=[CH:6][C:5]([C:8]3[O:12][N:11]=[C:10]([CH3:13])[C:9]=3[CH:14]=[O:15])=[CH:4][CH:3]=2)=[CH:25][CH:24]=1)[CH3:17]. Reported procedure: Prepared according to the procedure described in Example 1, Step 10, using 5-(4-bromo-phenyl)-3-methyl-isoxazole-4-carbaldehyde and [4-(2-ethoxycarbonylethyl)phenyl]boronic acid. Reactants: BrC1=CC=C(C=C1)C1=C(C(=NO1)C)C=O (5-(4-bromo-phenyl)-3-methyl-isoxazole-4-carbaldehyde), C(C)OC(=O)CCC1=CC=C(C=C1)B(O)O ([4-(2-ethoxycarbonylethyl)phenyl]boronic acid). The product is C(C)OC(CCC1=CC=C(C=C1)C1=CC=C(C=C1)C1=C(C(=NO1)C)C=O)=O (3-[4′-(4-Formyl-3-methyl-isoxazol-5-yl)-biphenyl-4-yl]-propionic acid ethyl ester). Run at temperature 90 celsius. Solvent: O (water). The reactants are C(C)C(C=O)CC (2-ethylbutanal), C(C=CCCC)(=O)O (hexenoic acid). Product: C(C)C(C=CC(=O)O)CC (4-ethylhexenoic acid). The yield is 84.1%. As a reaction SMILES: [C:1]([OH:8])(=[O:7])[CH:2]=[CH:3][CH2:4][CH2:5][CH3:6].[CH2:9](C(CC)C=O)[CH3:10]>O>[CH2:5]([CH:4]([CH2:9][CH3:10])[CH:3]=[CH:2][C:1]([OH:8])=[O:7])[CH3:6]. Procedure details: The procedure followed was analogous to part (b) of Example 1, with the exception that, before the cracking reaction, the mixture, together with the added water, was boiled under reflux for 50 minutes at 90° C. and under a correspondingly reduced pressure. 260 g of 4-ethylhexenoic acid (boiling point 139°-141° C./25) were obtained, corresponding to a yield of 84.1%, relative to 2-ethylbutanal which had reacted. Starting materials: Ag2CO3, C(C=C)C1CC2(CC=3C=CC(NC13)=O)OCCO2 (8'-Allyl-1',5',7',8'-tetrahydrospiro[1,3-dioxolane-2,6'(2'H)-quinolin]-2'-one), IC (iodomethane). Run in C(Cl)(Cl)Cl (CHCl3). The product is C(C=C)C1CC2(CC=3C=CC(=NC13)OC)OCCO2 (8'-Allyl-7',8'-dihydro-2'-methoxyspiro[1,3-dioxolane-2,6'(5'H)quinoline]). Yield: 89.8%. As a reaction SMILES: [CH2:1]([CH:4]1[C:13]2[NH:12][C:11](=[O:14])[CH:10]=[CH:9][C:8]=2[CH2:7][C:6]2([O:18][CH2:17][CH2:16][O:15]2)[CH2:5]1)[CH:2]=[CH2:3].I[CH3:20]>C(Cl)(Cl)Cl>[CH2:1]([CH:4]1[C:13]2[N:12]=[C:11]([O:14][CH3:20])[CH:10]=[CH:9][C:8]=2[CH2:7][C:6]2([O:18][CH2:17][CH2:16][O:15]2)[CH2:5]1)[CH:2]=[CH2:3]. Reported procedure: A mixture of Ag2CO3 (7.17 g, 26.2 mmol), pyridone 3 (5.4 g, 21.9 mmol), and iodomethane (8.0 mL, 131 mmol) in 200 mL of CHCl3 was refluxed in the dark with stirring. After cooling, filtration, and concentration, the residue was purified by flash chromatography with 25% ethyl acetate in hexanes as the eluent to afford 5.14 g (90%) of 4a: IR (neat) 2953, 1589, 1487, 830 cm-1 ; 1H NMR δ7.22 (d, 1H, J=8.2 Hz), 6.52 (d, 1H, J=8.2 Hz), 5.80 (m, 1H), 5.03 (m, 2H), 4.01 (m, 4H), 3.89 (s, 3H), 3.11 (m, 1... Reported procedure: A mixture of Intermediate 42a (230 mg, 0.300 mmol) and pyridinium p-toluenesulfonate (226 mg, 0.900 mmol) in MeOH (3 mL) was stirred at RT for 15 h. Pyridinium p-toluenesulfonate (113 mg, 0.450 mmol) was added and the mixture stirred at 50-55° C. for 8 h. The cooled mixture was diluted with sat. aq. NaHCO3 solution and extracted with DCM (3×15 mL). The combined organics were dried and concentrated in vacuo. The residue was purified by FCC, using 0-14% MeOH in DCM, to give the title compound as a... The reactants are C(C)(C)(C)C=1C=C(N(N1)C1=CC(=CC=C1)OCCOC1OCCCC1)NC(=O)N[C@H]1CC[C@H](C2=CC=CC=C12)OC=1C=CC=2N(C1)C(=NN2)[C@H]2N(CCC2)C (1-(5-tert-Butyl-2-{3-[2-(tetrahydro-pyran-2-yloxy)-ethoxy]-phenyl}-2H-pyrazol-3-yl)-3-{(1S,4R)-4-[3-((S)-1-methyl-pyrrolidin-2-yl)-[1,2,4]triazolo[4,3-a]pyridin-6-yloxy]-1,2,3,4-tetrahydro-naphthalen-1-yl}-urea), C1(=CC=C(C=C1)S(=O)(=O)[O-])C.[NH+]1=CC=CC=C1 (pyridinium p-toluenesulfonate), C1(=CC=C(C=C1)S(=O)(=O)[O-])C.[NH+]1=CC=CC=C1 (Pyridinium p-toluenesulfonate). Solvent: C(=O)(O)[O-].[Na+] (NaHCO3), CO (MeOH). As a reaction SMILES: [C:1]([C:5]1[CH:6]=[C:7]([NH:26][C:27]([NH:29][C@@H:30]2[C:39]3[C:34](=[CH:35][CH:36]=[CH:37][CH:38]=3)[C@H:33]([O:40][C:41]3[CH:42]=[CH:43][C:44]4[N:45]([C:47]([C@@H:50]5[CH2:54][CH2:53][CH2:52][N:51]5[CH3:55])=[N:48][N:49]=4)[CH:46]=3)[CH2:32][CH2:31]2)=[O:28])[N:8]([C:10]2[CH:15]=[CH:14][CH:13]=[C:12]([O:16][CH2:17][CH2:18][O:19]C3CCCCO3)[CH:11]=2)[N:9]=1)([CH3:4])([CH3:3])[CH3:2].C1(C)C=CC(S([O-])(=O)=O)=CC=1.[NH+]1C=CC=CC=1>CO.C([O-])(O)=O.[Na+]>[C:1]([C:5]1[CH:6]=[C:7]([NH:26][C:27]([NH:29][C@@H:30]2[C:39]3[C:34](=[CH:35][CH:36]=[CH:37][CH:38]=3)[C@H:33]([O:40][C:41]3[CH:42]=[CH:43][C:44]4[N:45]([C:47]([C@@H:50]5[CH2:54][CH2:53][CH2:52][N:51]5[CH3:55])=[N:48][N:49]=4)[CH:46]=3)[CH2:32][CH2:31]2)=[O:28])[N:8]([C:10]2[CH:15]=[CH:14][CH:13]=[C:12]([O:16][CH2:17][CH2:18][OH:19])[CH:11]=2)[N:9]=1)([CH3:4])([CH3:2])[CH3:3] |f:1.2,4.5|. Run at time 15 hour. Product: C(C)(C)(C)C=1C=C(N(N1)C1=CC(=CC=C1)OCCO)NC(=O)N[C@H]1CC[C@H](C2=CC=CC=C12)OC=1C=CC=2N(C1)C(=NN2)[C@H]2N(CCC2)C (1-{5-tert-Butyl-2-[3-(2-hydroxy-ethoxy)-phenyl]-2H-pyrazol-3-yl}-3-{(1S,4R)-4-[3-((S)-1-methyl-pyrrolidin-2-yl)-[1,2,4]triazolo[4,3-a]pyridin-6-yloxy]-1,2,3,4-tetrahydro-naphthalen-1-yl}-urea). The reactants are CC1([C@@H]([C@@H]1C#CC(=O)OCC(Cl)(Cl)Cl)C(=O)OC(C)(C)C)C (tert.-butyl(1R,cis)2,2-dimethyl-3-[2,2,2-trichloroethoxycarbonyl-ethynyl]-cyclopropane-carboxylate), C1(=CC=C(C=C1)S(=O)(=O)O)C (p-toluene sulfonic acid). The solvent is C1(=CC=CC=C1)C (toluene). The product is CC1([C@@H]([C@@H]1C#CC(=O)OCC(Cl)(Cl)Cl)C(=O)O)C ((1R,cis)2,2-dimethyl-3-[2,2,2-trichloroethoxycarbonyl-ethynyl]-cyclopropane-carboxylic acid). Yield: 98.2%. As a reaction SMILES: [CH3:1][C:2]1([CH3:22])[C@@H:4]([C:5]#[C:6][C:7]([O:9][CH2:10][C:11]([Cl:14])([Cl:13])[Cl:12])=[O:8])[C@H:3]1[C:15]([O:17]C(C)(C)C)=[O:16].C1(C)C=CC(S(O)(=O)=O)=CC=1>C1(C)C=CC=CC=1>[CH3:1][C:2]1([CH3:22])[C@@H:4]([C:5]#[C:6][C:7]([O:9][CH2:10][C:11]([Cl:13])([Cl:14])[Cl:12])=[O:8])[C@H:3]1[C:15]([OH:17])=[O:16]. Procedure details: A mixture of 11.4 g of the product of Step A, 120 ml of toluene and 300 mg of p-toluene sulfonic acid was refluxed for one hour and was cooled to room temperature. The mixture was washed with water, dried and evaporated to dryness under reduced pressure to obtain 9.5 g of (1R,cis)2,2-dimethyl-3-[2,2,2-trichloroethoxycarbonyl-ethynyl]-cyclopropane-carboxylic acid which used as is for the next step. Starting materials: FC(C=1C=C(C=C(C1)C(F)(F)F)[C@@H]1[C@@H](N(C(O1)=O)CC1=C(C=CC(=C1)C(F)(F)F)I)C)(F)F ((4S,5R)-5-[3,5-bis(trifluoromethyl)phenyl]-3-[2-iodo-5-(trifluoromethyl)benzyl]-4-methyl-1,3-oxazolidin-2-one), COC1=C(C=C(C=C1)Br)B(O)O (2-methoxy-5-bromo-phenyl boronic acid), C([O-])([O-])=O.[Na+].[Na+] (sodium carbonate), O (water). Reagents/catalysts: [Pd].C1(=CC=CC=C1)P(C1=CC=CC=C1)C1=CC=CC=C1.C1(=CC=CC=C1)P(C1=CC=CC=C1)C1=CC=CC=C1.C1(=CC=CC=C1)P(C1=CC=CC=C1)C1=CC=CC=C1.C1(=CC=CC=C1)P(C1=CC=CC=C1)C1=CC=CC=C1 (tetrakis(triphenylphosphine) palladium). Solvent: C(Cl)Cl (CH2Cl2), C1(=CC=CC=C1)C (toluene), CCO (EtOH), CCCCCC (hexane). Product: FC(C=1C=C(C=C(C1)C(F)(F)F)[C@@H]1[C@@H](N(C(O1)=O)CC1=C(C=CC(=C1)C(F)(F)F)C1=C(C=CC(=C1)Br)OC)C)(F)F ((4S,5R)-5-[3,5-bis(trifluoromethyl)phenyl]-3-{[5′-bromo-2′-methoxy-4-(trifluoromethyl)biphenyl-2-yl]methyl}-4-methyl-1,3-oxazolidin-2-one). RXN SMILES: [F:1][C:2]([F:33])([F:32])[C:3]1[CH:4]=[C:5]([C@H:13]2[O:17][C:16](=[O:18])[N:15]([CH2:19][C:20]3[CH:25]=[C:24]([C:26]([F:29])([F:28])[F:27])[CH:23]=[CH:22][C:21]=3I)[C@H:14]2[CH3:31])[CH:6]=[C:7]([C:9]([F:12])([F:11])[F:10])[CH:8]=1.[CH3:34][O:35][C:36]1[CH:41]=[CH:40][C:39]([Br:42])=[CH:38][C:37]=1B(O)O.C(=O)([O-])[O-].[Na+].[Na+].O>[Pd].C1(P(C2C=CC=CC=2)C2C=CC=CC=2)C=CC=CC=1.C1(P(C2C=CC=CC=2)C2C=CC=CC=2)C=CC=CC=1.C1(P(C2C=CC=CC=2)C2C=CC=CC=2)C=CC=CC=1.C1(P(C2C=CC=CC=2)C2C=CC=CC=2)C=CC=CC=1.CCCCCC.C(Cl)Cl.C1(C)C=CC=CC=1.CCO>[F:1][C:2]([F:33])([F:32])[C:3]1[CH:4]=[C:5]([C@H:13]2[O:17][C:16](=[O:18])[N:15]([CH2:19][C:20]3[CH:25]=[C:24]([C:26]([F:29])([F:28])[F:27])[CH:23]=[CH:22][C:21]=3[C:41]3[CH:40]=[C:39]([Br:42])[CH:38]=[CH:37][C:36]=3[O:35][CH3:34])[C@H:14]2[CH3:31])[CH:6]=[C:7]([C:9]([F:12])([F:11])[F:10])[CH:8]=1 |f:2.3.4,6.7.8.9.10|. Reported procedure: A mixture of (4S,5R)-5-[3,5-bis(trifluoromethyl)phenyl]-3-[2-iodo-5-(trifluoromethyl)benzyl]-4-methyl-1,3-oxazolidin-2-one (6-80 g, 11.39 mmol), 2-methoxy-5-bromo-phenyl boronic acid (3.00 g, 12.99 mmol), and sodium carbonate (2.65 g, 25.0 mmol) in 200 ml of 1:2:4 mixture of water:EtOH:toluene was stirred at room temperature for 30 min. Catalytic amount of tetrakis(triphenylphosphine) palladium (0.66 g, 5% mol) was added. The mixture was stirred under reflux for 24 h. TLC (CH2Cl2:hexane/1:1) sho...